This data is from the Open Reaction Database (ORD), a public repository of structured organic reaction records. The task is: describe an organic reaction: reactants, conditions, products, and yield The reactants are N=C1SC=C(N1)CC(=O)N[C@H]1[C@@H]2N(C(=C(CS2)COC(C2=C(C=CC=C2)S(NC(=O)OCC)(=O)=O)=O)C(=O)O)C1=O (7β-(2-imino-4-thiazolin-4-yl)acetamido-3-[2-(N-carboethoxysulfamoyl)benzoyloxy]methyl-3-cephem-4-carboxylic acid), SC1=NN=NN1CCN(C)C (5-mercapto-1-[2-(N,N-dimethylamino)ethyl]-1H-tetrazole), C(O)([O-])=O.[Na+] (sodium hydrogen carbonate), resultant solution. The solvent is O (water). The product is N=C1SC=C(N1)CC(=O)N[C@H]1[C@@H]2N(C(=C(CS2)CSC2=NN=NN2CCN(C)C)C(=O)O)C1=O (7β-(2-imino-4-thiazolin-4-yl)acetamido-3-{1-[2-(N,N-dimethylamino)ethyl]-1H-tetrazol-5-yl}thiomethyl-3-cephem-4-carboxylic acid). Reaction SMILES: [NH:1]=[C:2]1[NH:6][C:5]([CH2:7][C:8]([NH:10][C@@H:11]2[C:40](=[O:41])[N:13]3[C:14]([C:37]([OH:39])=[O:38])=[C:15]([CH2:18]OC(=O)C4C=CC=CC=4S(=O)(=O)NC(OCC)=O)[CH2:16][S:17][C@H:12]23)=[O:9])=[CH:4][S:3]1.[SH:42][C:43]1[N:47]([CH2:48][CH2:49][N:50]([CH3:52])[CH3:51])[N:46]=[N:45][N:44]=1.C(=O)([O-])O.[Na+]>O>[NH:1]=[C:2]1[NH:6][C:5]([CH2:7][C:8]([NH:10][C@@H:11]2[C:40](=[O:41])[N:13]3[C:14]([C:37]([OH:39])=[O:38])=[C:15]([CH2:18][S:42][C:43]4[N:47]([CH2:48][CH2:49][N:50]([CH3:52])[CH3:51])[N:46]=[N:45][N:44]=4)[CH2:16][S:17][C@H:12]23)=[O:9])=[CH:4][S:3]1 |f:2.3|. Procedure: In water (5 ml) are dissolved 7β-(2-imino-4-thiazolin-4-yl)acetamido-3-[2-(N-carboethoxysulfamoyl)benzoyloxy]methyl-3-cephem-4-carboxylic acid (313 mg), 5-mercapto-1-[2-(N,N-dimethylamino)ethyl]-1H-tetrazole (113 mg) and sodium hydrogen carbonate (42 mg) and the resultant solution is heated at 55° C. for 60 minutes. The reaction solution is adjusted its pH to 5.8 and purified by column chromatography on Amberlite XAD-2 and the fractions rich in the desired product are pooled and lyophilized. The...